This data is from the Open Reaction Database (ORD), a public repository of structured organic reaction records. The task is: describe an organic reaction: reactants, conditions, products, and yield The reactants are [N+](=O)([O-])C1=CC=C(C(=O)NC(C2=CC=CC=C2)C)C=C1 (4-nitro-N(alpha-methylbenzyl)-benzamide), [H][H] (hydrogen), 45. The reagents and catalysts are [Pd] (palladium on charcoal). Solvent: C(C)O (ethanol). The product is desired compound, NC1=CC=C(C(=O)NC(C2=CC=CC=C2)C)C=C1 (4-amino-N-(alpha-methylbenzyl)-benzamide). Reaction SMILES: [N+:1]([C:4]1[CH:20]=[CH:19][C:7]([C:8]([NH:10][CH:11]([CH3:18])[C:12]2[CH:17]=[CH:16][CH:15]=[CH:14][CH:13]=2)=[O:9])=[CH:6][CH:5]=1)([O-])=O.[H][H]>C(O)C.[Pd]>[NH2:1][C:4]1[CH:5]=[CH:6][C:7]([C:8]([NH:10][CH:11]([CH3:18])[C:12]2[CH:17]=[CH:16][CH:15]=[CH:14][CH:13]=2)=[O:9])=[CH:19][CH:20]=1. Procedure details: A solution of 5 g (0.018 mole) of 4-nitro-N(alpha-methylbenzyl)-benzamide (#3) in 200-ml of absolute ethanol was added to a Paar hydrogenation bottle. To the solution was added a 0.4 g sample of 5% palladium on charcoal and the bottle placed on a Paar low-pressure hydrogenation apparatus. The mixture was shaken at room temperature in the presence of 45 p.s.i. of hydrogen for 2.5 hours. The catalyst was then removed by filtration through celite and the ethanol evaporated to yield the desired comp...